Dataset: the Open Reaction Database (ORD), a public repository of structured organic reaction records. Task: describe an organic reaction: reactants, conditions, products, and yield Starting materials: O=C([O-])[O-], COCCOC, CCO, CC(C)(C)OC(=O)N(c1cc(Cl)nc2c(C=O)cnn12)C1CC1, OB(O)c1ccnc(F)c1, [Na+], [Na+], c1ccc(P(c2ccccc2)(c2ccccc2)[Pd](P(c2ccccc2)(c2ccccc2)c2ccccc2)(P(c2ccccc2)(c2ccccc2)c2ccccc2)P(c2ccccc2)(c2ccccc2)c2ccccc2)cc1. The product is CC(C)(C)OC(=O)N(c1cc(-c2ccnc(F)c2)nc2c(C=O)cnn12)C1CC1. RXN SMILES: [C:34](=[O:35])([O-:36])[O-:37].[CH3:117][O:118][CH2:119][CH2:120][O:121][CH3:122].[CH3:123][CH2:124][OH:125].[Cl:1][c:2]1[n:3][c:4]2[n:5]([c:6]([N:8]([C:9]([O:10][C:11]([CH3:12])([CH3:13])[CH3:14])=[O:15])[CH:16]3[CH2:17][CH2:18]3)[cH:7]1)[n:19][cH:20][c:21]2[CH:22]=[O:23].[F:24][c:25]1[n:26][cH:27][cH:28][c:29]([B:31]([OH:32])[OH:33])[cH:30]1.[Na+:38].[Na+:39].[cH:40]1[cH:41][cH:42][c:43]([P:44]([Pd:45]([P:46]([c:47]2[cH:48][cH:49][cH:50][cH:51][cH:52]2)([c:53]2[cH:54][cH:55][cH:56][cH:57][cH:58]2)[c:59]2[cH:60][cH:61][cH:62][cH:63][cH:64]2)([P:65]([c:66]2[cH:67][cH:68][cH:69][cH:70][cH:71]2)([c:72]2[cH:73][cH:74][cH:75][cH:76][cH:77]2)[c:78]2[cH:79][cH:80][cH:81][cH:82][cH:83]2)[P:84]([c:85]2[cH:86][cH:87][cH:88][cH:89][cH:90]2)([c:91]2[cH:92][cH:93][cH:94][cH:95][cH:96]2)[c:97]2[cH:98][cH:99][cH:100][cH:101][cH:102]2)([c:103]2[cH:104][cH:105][cH:106][cH:107][cH:108]2)[c:109]2[cH:110][cH:111][cH:112][cH:113][cH:114]2)[cH:115][cH:116]1>>[c:2]1(-[c:29]2[cH:28][cH:27][n:26][c:25]([F:24])[cH:30]2)[n:3][c:4]2[n:5]([c:6]([N:8]([C:9]([O:10][C:11]([CH3:12])([CH3:13])[CH3:14])=[O:15])[CH:16]3[CH2:17][CH2:18]3)[cH:7]1)[n:19][cH:20][c:21]2[CH:22]=[O:23]. Product: Cc1oc(-c2ccccc2)nc1COc1cccc(COc2nn(Cc3ccccc3)cc2C=O)c1. Reaction SMILES: [CH2:1]([c:2]1[cH:3][cH:4][cH:5][cH:6][cH:7]1)[n:8]1[n:9][c:10]([O:15][CH2:16][c:17]2[cH:18][c:19]([O:23][CH2:24][c:25]3[n:26][c:27](-[c:31]4[cH:32][cH:33][cH:34][cH:35][cH:36]4)[o:28][c:29]3[CH3:30])[cH:20][cH:21][cH:22]2)[c:11]([CH2:13][OH:14])[cH:12]1.[O:37]1[CH2:38][CH2:39][CH2:40][CH2:41]1>>[CH2:1]([c:2]1[cH:3][cH:4][cH:5][cH:6][cH:7]1)[n:8]1[n:9][c:10]([O:15][CH2:16][c:17]2[cH:18][c:19]([O:23][CH2:24][c:25]3[n:26][c:27](-[c:31]4[cH:32][cH:33][cH:34][cH:35][cH:36]4)[o:28][c:29]3[CH3:30])[cH:20][cH:21][cH:22]2)[c:11]([CH:13]=[O:14])[cH:12]1. The reactants are Cc1oc(-c2ccccc2)nc1COc1cccc(COc2nn(Cc3ccccc3)cc2CO)c1, C1CCOC1. Starting materials: CC(C)(C)OC(=O)NC(CO)C(=O)OCc1ccccc1, ClCCl, O=C(O)C(F)(F)F. Product: NC(CO)C(=O)OCc1ccccc1. RXN SMILES: [CH2:1]([c:2]1[cH:3][cH:4][cH:5][cH:6][cH:7]1)[O:8][C:9]([CH:10]([NH:11][C:12]([O:13][C:14]([CH3:15])([CH3:16])[CH3:17])=[O:18])[CH2:19][OH:20])=[O:21].[CH2:29]([Cl:30])[Cl:31].[F:22][C:23]([F:24])([F:25])[C:26]([OH:27])=[O:28]>>[CH2:1]([c:2]1[cH:3][cH:4][cH:5][cH:6][cH:7]1)[O:8][C:9]([CH:10]([NH2:11])[CH2:19][OH:20])=[O:21]. Yields the product CS(=O)(=O)C1=CC=C(C(=N1)C)OC(C)=O (acetic acid 6-methanesulfonyl-2-methyl-pyridin-3-yl ester). Yield: 41.3%. RXN SMILES: B(F)(F)F.CCOCC.[CH3:10][S:11]([C:14]1[N:19]=[C:18]([CH3:20])[C:17](N)=[CH:16][CH:15]=1)(=[O:13])=[O:12].N(OC(C)(C)C)=O.[C:29]([O:32]C(=O)C)(=[O:31])[CH3:30]>CN(C)C=O.COCCOC.CCCCCC>[CH3:10][S:11]([C:14]1[N:19]=[C:18]([CH3:20])[C:17]([O:32][C:29](=[O:31])[CH3:30])=[CH:16][CH:15]=1)(=[O:13])=[O:12] |f:0.1|. Reaction conditions: temperature 100 celsius, time 15 minute. The reactants are CS(=O)(=O)C1=CC=C(C(=N1)C)N (6-methanesulfonyl-2-methyl-pyridin-3-ylamine), CS(=O)(=O)C1=CC=C(C(=N1)C)N (6-methanesulfonyl-2-methyl-pyridin-3-ylamine), N(=O)OC(C)(C)C (tert-Butyl nitrite), B(F)(F)F.CCOCC (boron trifluoride etherate), C(C)(=O)OC(C)=O (acetic anhydride). The solvent is COCCOC (1,2-dimethoxyethane), CCCCCC (Hexane), CN(C=O)C (dimethylformamide). Reported procedure: A solution of boron trifluoride etherate (670 μL, 5.3 mmol) in dimethylformamide (2 mL) was cooled to −15° C. using an ice-acetonitrile bath, and then stirred for 15 min at this temperature. A solution of 6-methanesulfonyl-2-methyl-pyridin-3-ylamine (Intermediate 4; 653 mg, 3.5 mmol) in 1,2-dimethoxyethane (16 mL) was added dropwise to the solution at −15° C. and the stirring was continued for a further 15 min. tert-Butyl nitrite (Aldrich Chemical Company, Inc., Milwaukee, Wis., USA 90%; 483 mg,... Starting materials: [Cl-], COc1ccc(Cl)cc1Cn1nc(-c2ccc(C(F)(F)F)cc2F)oc1=O, [H-], [NH4+], [Na+], CN(C)C=O, c1c[nH]cn1. The product is COc1ccc(Cl)cc1Cn1nc(-c2ccc(C(F)(F)F)cc2-n2ccnc2)oc1=O. Reaction SMILES: [Cl-:40].[Cl:1][c:2]1[cH:3][cH:4][c:5]([O:26][CH3:27])[c:6]([CH2:8][n:9]2[c:10](=[O:25])[o:11][c:12](-[c:14]3[c:15]([F:24])[cH:16][c:17]([C:20]([F:21])([F:22])[F:23])[cH:18][cH:19]3)[n:13]2)[cH:7]1.[H-:33].[NH4+:41].[Na+:34].[O:35]=[CH:36][N:37]([CH3:38])[CH3:39].[nH:28]1[cH:29][n:30][cH:31][cH:32]1>>[Cl:1][c:2]1[cH:3][cH:4][c:5]([O:26][CH3:27])[c:6]([CH2:8][n:9]2[c:10](=[O:25])[o:11][c:12](-[c:14]3[c:15](-[n:28]4[cH:29][n:30][cH:31][cH:32]4)[cH:16][c:17]([C:20]([F:21])([F:22])[F:23])[cH:18][cH:19]3)[n:13]2)[cH:7]1. The reactants are C(C)OC(C(CCCCCCC)C(=O)[C-]1C=CC=C1)=O.[CH-]1C=CC=C1.[Fe+2] (ferrocenoylnonanic acid ethyl ester), ( 1 ), [OH-].[K+] (potassium hydroxide), [ 7 ]. Run in C(C)O (ethanol). The product is [C-]1(C=CC=C1)C(=O)C(C(=O)O)CCCCCCC.[CH-]1C=CC=C1.[Fe+2] (ferrocenoylnonanic acid). Isolated yield 103.4%. Reaction SMILES: C([O:3][C:4](=[O:20])[CH:5]([C:13]([C-:15]1[CH:19]=[CH:18][CH:17]=[CH:16]1)=[O:14])[CH2:6][CH2:7][CH2:8][CH2:9][CH2:10][CH2:11][CH3:12])C.[CH-:21]1[CH:25]=[CH:24][CH:23]=[CH:22]1.[Fe+2:26].[OH-].[K+]>C(O)C>[C-:15]1([C:13]([CH:5]([CH2:6][CH2:7][CH2:8][CH2:9][CH2:10][CH2:11][CH3:12])[C:4]([OH:20])=[O:3])=[O:14])[CH:16]=[CH:17][CH:18]=[CH:19]1.[CH-:21]1[CH:25]=[CH:24][CH:23]=[CH:22]1.[Fe+2:26] |f:0.1.2,3.4,6.7.8|. Procedure details: An amount of 20.5 g of ferrocenoylnonanic acid ethyl ester prepared in the above (1) and 5.1 g of potassium hydroxide were refluxed in ethanol for 2 hours and then treated with acid to obtain 19.7 g of ferrocenoylnonanic acid of the following formula [7]. ##STR27##